From a dataset of the Open Reaction Database (ORD), a public repository of structured organic reaction records. describe an organic reaction: reactants, conditions, products, and yield The reactants are C(CCCCCN=C=O)N=C=O (hexamethylene di-isocyanate), NC=1C=NC=CC1 (3-aminopyridine). Run in C1(=CC=CC=C1)C (toluene), C1(=CC=CC=C1)C (toluene). Yields the product N1=CC(=CC=C1)NC(NCCCCCCNC(=O)NC=1C=NC=CC1)=O (1,6-bis[3-(pyrid-3-yl)ureido]hexane). Reaction SMILES: [CH2:1]([N:10]=[C:11]=[O:12])[CH2:2][CH2:3][CH2:4][CH2:5][CH2:6][N:7]=[C:8]=[O:9].[NH2:13][C:14]1[CH:15]=[N:16][CH:17]=[CH:18][CH:19]=1>C1(C)C=CC=CC=1>[N:16]1[CH:17]=[CH:18][CH:19]=[C:14]([NH:13][C:8](=[O:9])[NH:7][CH2:6][CH2:5][CH2:4][CH2:3][CH2:2][CH2:1][NH:10][C:11]([NH:13][C:14]2[CH:15]=[N:16][CH:17]=[CH:18][CH:19]=2)=[O:12])[CH:15]=1. Procedure: A solution of hexamethylene di-isocyanate (1.68g.) in toluene (10ml.) was added to a solution of 3-aminopyridine (1.88g.) in toluene (18ml.) and the mixture was heated on a steam-bath for 10 minutes. The mixture was cooled, and the product was filtered off, washed with toluene and dried, to give 1,6-bis[3-(pyrid-3-yl)ureido]hexane, m.p. 197°-199°C., the starting material for compound 67. Yields the product titled compounds, C(#N)C1(CC(OCC1)C)C1=CC(=CC=C1)I ((2SR, 4RS)-4-cyano-4-(3-iodophenyl)-2-methyl-3,4,5,6-tetrahydro-2H-pyran). Procedure: The titled compounds were prepared according to the procedure described in Example 25A except that 3-iodophenyacetonitrile and 1-iodo-2-(2-iodoethoxy)propane were used in place of 3,5-difluorophenylacetonitrile and bis-(2-chloroethyl)ether. The diastereomers were separated by silica gel column chromatography to afford 1.46 g (38%) of a less polar isomer, (2SR, 4RS)-4-cyano-4-(3-iodophenyl)-2-methyl-3,4,5,6-tetrahydro-2H-pyran; and 1.31 g (34%) of a more polar isomer, (2SR, 4SR)-4-cyano-4-(3-iodo... Starting materials: FC=1C=C(C=C(C1)F)CC#N (3,5-difluorophenylacetonitrile), ClCCOCCCl (bis-(2-chloroethyl)ether), IC=1C=C(C=CC1)CC#N (3-iodophenyacetonitrile), ICC(C)OCCI (1-iodo-2-(2-iodoethoxy)propane). RXN SMILES: [I:1][C:2]1[CH:3]=[C:4]([CH2:8][C:9]#[N:10])[CH:5]=[CH:6][CH:7]=1.I[CH2:12][CH:13]([O:15][CH2:16][CH2:17]I)[CH3:14].FC1C=C(CC#N)C=C(F)C=1.ClCCOCCCl>>[C:9]([C:8]1([C:4]2[CH:5]=[CH:6][CH:7]=[C:2]([I:1])[CH:3]=2)[CH2:17][CH2:16][O:15][CH:13]([CH3:14])[CH2:12]1)#[N:10]. Run in C(C)(=O)O (acetic acid). Procedure details: A solution of 108 mg of N-hydroxy-4-[4-methoxy-5-(2-methoxy-phenoxy)-6-(5-methyl-pyridine-2-sulfonylamino)-pyrimidin-2-yl]-pyridine-2-carboxamidine, product of example 34, in acetic acid (3 ml) was treated at RT with 0.057 ml of acetic anhydride then and refluxed for 12 h. The reaction mixture was partitioned between CH2Cl2 and diluted aqueous KHCO3, the organic layer was dried over Na2SO4 and the solvent was removed in a vacuo. The residue was purified on a silica gel chromatography column (elu... Reaction SMILES: [OH:1][NH:2][C:3]([C:5]1[CH:10]=[C:9]([C:11]2[N:16]=[C:15]([O:17][CH3:18])[C:14]([O:19][C:20]3[CH:25]=[CH:24][CH:23]=[CH:22][C:21]=3[O:26][CH3:27])=[C:13]([NH:28][S:29]([C:32]3[CH:37]=[CH:36][C:35]([CH3:38])=[CH:34][N:33]=3)(=[O:31])=[O:30])[N:12]=2)[CH:8]=[CH:7][N:6]=1)=[NH:4].[C:39](OC(=O)C)(=O)[CH3:40]>C(O)(=O)C>[CH3:18][O:17][C:15]1[N:16]=[C:11]([C:9]2[CH:8]=[CH:7][N:6]=[C:5]([C:3]3[N:4]=[C:39]([CH3:40])[O:1][N:2]=3)[CH:10]=2)[N:12]=[C:13]([NH:28][S:29]([C:32]2[CH:37]=[CH:36][C:35]([CH3:38])=[CH:34][N:33]=2)(=[O:31])=[O:30])[C:14]=1[O:19][C:20]1[CH:25]=[CH:24][CH:23]=[CH:22][C:21]=1[O:26][CH3:27]. Yields the product COC1=C(C(=NC(=N1)C1=CC(=NC=C1)C1=NOC(=N1)C)NS(=O)(=O)C1=NC=C(C=C1)C)OC1=C(C=CC=C1)OC (5-methyl-pyridine-2-sulfonic acid {6-methoxy-5-(2-methoxy-phenoxy)-2-[2-(5-methyl-[1,2,4]oxadiazol-3-yl)-pyridin-4-yl]-pyrimidin-4-yl}-amide). Starting materials: ONC(=N)C1=NC=CC(=C1)C1=NC(=C(C(=N1)OC)OC1=C(C=CC=C1)OC)NS(=O)(=O)C1=NC=C(C=C1)C (N-hydroxy-4-[4-methoxy-5-(2-methoxy-phenoxy)-6-(5-methyl-pyridine-2-sulfonylamino)-pyrimidin-2-yl]-pyridine-2-carboxamidine), ONC(=N)C1=NC=CC(=C1)C1=NC(=C(C(=N1)OC)OC1=C(C=CC=C1)OC)NS(=O)(=O)C1=NC=C(C=C1)C (N-hydroxy-4-[4-methoxy-5-(2-methoxy-phenoxy)-6-(5-methyl-pyridine-2-sulfonylamino)-pyrimidin-2-yl]-pyridine-2-carboxamidine), C(C)(=O)OC(C)=O (acetic anhydride). Reactants: C=1(C(=CC=CC1)S(=O)(=O)O)C (toluenesulfonic acid), C(#N)C=1C(=C(C=C2C(C(=CN(C12)C1CC1)C(=O)O)=O)F)N1C[C@@H]2CCCN[C@@H]2C1 (8-cyano-1-cyclopropyl-7-((1S,6S)-2,8-diazabicyclo[4.3.0]nonan-8-yl)-6-fluoro-1,4-dihydro-4-oxo-3-quinolinecarboxylic acid), C(C)O (ethanol). Run in O (water). Conditions: time 30 minute. Yields the product S(=O)(=O)(O)C1=CC=C(C)C=C1.C(#N)C=1C(=C(C=C2C(C(=CN(C12)C1CC1)C(=O)O)=O)F)N1C[C@@H]2CCCN[C@@H]2C1 (8-Cyano-1-cyclopropyl-7-((1S,6S)-2,8-diazabicyclo[4.3.0]nonan-8-yl)-6-fluoro-1,4-dihydro-4-oxo-3-quinolinecarboxylic acid tosylate). Reaction SMILES: [C:1]([C:3]1[C:4]([N:21]2[CH2:29][C@@H:28]3[C@@H:23]([CH2:24][CH2:25][CH2:26][NH:27]3)[CH2:22]2)=[C:5]([F:20])[CH:6]=[C:7]2[C:12]=1[N:11]([CH:13]1[CH2:15][CH2:14]1)[CH:10]=[C:9]([C:16]([OH:18])=[O:17])[C:8]2=[O:19])#[N:2].C1(C)C([S:36]([OH:39])(=[O:38])=[O:37])=CC=CC=1.C(O)C>O>[S:36]([C:6]1[CH:5]=[CH:4][C:3]([CH3:1])=[CH:12][CH:7]=1)([OH:39])(=[O:38])=[O:37].[C:1]([C:3]1[C:4]([N:21]2[CH2:29][C@@H:28]3[C@@H:23]([CH2:24][CH2:25][CH2:26][NH:27]3)[CH2:22]2)=[C:5]([F:20])[CH:6]=[C:7]2[C:12]=1[N:11]([CH:13]1[CH2:14][CH2:15]1)[CH:10]=[C:9]([C:16]([OH:18])=[O:17])[C:8]2=[O:19])#[N:2] |f:4.5|. Procedure details: 250 mg (0.63 mmol) of 8-cyano-1-cyclopropyl-7-((1S,6S)-2,8-diazabicyclo[4.3.0]nonan-8-yl)-6-fluoro-1,4-dihydro-4-oxo-3-quinolinecarboxylic acid are dissolved in 2 ml of water, and one equivalent of toluenesulfonic acid is added. The solution is stirred at room temperature for 30 minutes and then poured onto 20 ml of ethanol. The resulting precipitate is filtered off with suction and then dried. Reactants: O=C([O-])O, CNC(=O)c1cc(C(=O)OC(C)(C)C)cc(-c2ccc(C)cn2)c1, COc1ccc(P2(=S)SP(=S)(c3ccc(OC)cc3)S2)cc1, CC(Cl)Cl, [Na+]. Product: CNC(=S)c1cc(C(=O)OC(C)(C)C)cc(-c2ccc(C)cn2)c1. Reaction SMILES: [C:47](=[O:48])([OH:49])[O-:50].[CH3:1][NH:2][C:3](=[O:4])[c:5]1[cH:6][c:7]([C:8](=[O:9])[O:10][C:11]([CH3:12])([CH3:13])[CH3:14])[cH:15][c:16](-[c:18]2[n:19][cH:20][c:21]([CH3:24])[cH:22][cH:23]2)[cH:17]1.[CH3:25][O:26][c:27]1[cH:28][cH:29][c:30]([P:31]2(=[S:32])[S:33][P:35](=[S:36])([c:37]3[cH:38][cH:39][c:40]([O:41][CH3:42])[cH:43][cH:44]3)[S:34]2)[cH:45][cH:46]1.[Cl:52][CH:53]([Cl:54])[CH3:55].[Na+:51]>>[CH3:1][NH:2][C:3]([c:5]1[cH:6][c:7]([C:8](=[O:9])[O:10][C:11]([CH3:12])([CH3:13])[CH3:14])[cH:15][c:16](-[c:18]2[n:19][cH:20][c:21]([CH3:24])[cH:22][cH:23]2)[cH:17]1)=[S:34].